From a dataset of the Open Reaction Database (ORD), a public repository of structured organic reaction records. describe an organic reaction: reactants, conditions, products, and yield Reactants: ice water, C(C)OC(\C=C(\C=O)/C)=O (ethyl-3-methyl-4-oxocrotonate), COC=1C=C(C=CC1)[Mg]Br (3-methoxyphenylmagnesium bromide). The solvent is C1CCOC1 (THF). Conditions: time 1.5 hour. Yields the product OC(/C(=C/C(=O)OCC)/C)C1=CC(=CC=C1)OC (ethyl (2E)-4-hydroxy-3-methyl-4-[3-(methyloxy)phenyl]-2-butenoate). The yield is 111.7%. Reaction SMILES: [CH2:1]([O:3][C:4](=[O:10])/[CH:5]=[C:6](\[CH3:9])/[CH:7]=[O:8])[CH3:2].[CH3:11][O:12][C:13]1[CH:14]=[C:15]([Mg]Br)[CH:16]=[CH:17][CH:18]=1>C1COCC1>[OH:8][CH:7]([C:17]1[CH:16]=[CH:15][CH:14]=[C:13]([O:12][CH3:11])[CH:18]=1)/[C:6](/[CH3:9])=[CH:5]/[C:4]([O:3][CH2:1][CH3:2])=[O:10]. Reported procedure: The Grignard, hydrolysis, and catalytic hydrogenation procedures described herein are analogous to those described for the preparation of similar compounds as reported by D. L. Vander Jagt et. al. (J. Med. Chem., 1998, 41, 3879-3887), with modification. To a stirred ice-water cooled solution of ethyl-3-methyl-4-oxocrotonate (50.1 g, 0.352 mol) in anhydrous THF (200 mL) was slowly added dropwise 3-methoxyphenylmagnesium bromide (1 M in THF) (352 mL, 0.352 mol, 1.0 eq) between 0-10° C. under a N2.... Starting materials: hydrochloride salt, CC1=CC=C(C=C1)S(=O)(=O)OCC1OC2=C(C1)C=C(C=C2C2=C(C=CC=C2Cl)Cl)F ((±)-[7-(2,6-dichlorophenyl)-5-fluoro-2,3-dihydro-1-benzofuran-2-yl]methyl 4-methylbenzenesulfonate), CN (methylamine). Procedure: The title compound was prepared (0.081 g, 52%) following the general procedure of Example 390 as a white solid, hydrochloride salt from (±)-[7-(2,6-dichlorophenyl)-5-fluoro-2,3-dihydro-1-benzofuran-2-yl]methyl 4-methylbenzenesulfonate (0.2 g, 0.43 mmol) and methylamine (0.133 g, 4.3 mmol). mp 196-198° C. Reaction SMILES: CC1C=CC(S(O[CH2:12][CH:13]2[CH2:17][C:16]3[CH:18]=[C:19]([F:30])[CH:20]=[C:21]([C:22]4[C:27]([Cl:28])=[CH:26][CH:25]=[CH:24][C:23]=4[Cl:29])[C:15]=3[O:14]2)(=O)=O)=CC=1.[CH3:31][NH2:32]>>[Cl:29][C:23]1[CH:24]=[CH:25][CH:26]=[C:27]([Cl:28])[C:22]=1[C:21]1[C:15]2[O:14][CH:13]([CH2:12][NH:32][CH3:31])[CH2:17][C:16]=2[CH:18]=[C:19]([F:30])[CH:20]=1. Yields the product ClC1=C(C(=CC=C1)Cl)C1=CC(=CC=2CC(OC21)CNC)F ((±)-{[7-(2,6-dichlorophenyl)-5-fluoro-2,3-dihydro-1-benzofuran-2-yl]methyl}methylamine). The reactants are FC(F)(F)c1cc(Br)ccc1S, CC(C)(C)OC(=O)N1CC(OS(C)(=O)=O)CC1C(=O)NC1(C#N)CC1, CS(=O)(=O)O. Product: CC(C)(C)OC(=O)N1CC(Sc2ccc(Br)cc2C(F)(F)F)CC1C(=O)NC1(C#N)CC1. Reaction SMILES: [Br:31][c:32]1[cH:33][c:34]([C:39]([F:40])([F:41])[F:42])[c:35]([SH:38])[cH:36][cH:37]1.[C:6]([CH3:7])([CH3:8])([CH3:9])[O:10][C:11](=[O:12])[N:13]1[CH:14]([C:23]([NH:24][C:25]2([C:28]#[N:29])[CH2:26][CH2:27]2)=[O:30])[CH2:15][CH:16]([O:18][S:19]([CH3:20])(=[O:21])=[O:22])[CH2:17]1.[CH3:1][S:2]([OH:3])(=[O:4])=[O:5]>>[C:6]([CH3:7])([CH3:8])([CH3:9])[O:10][C:11](=[O:12])[N:13]1[CH:14]([C:23]([NH:24][C:25]2([C:28]#[N:29])[CH2:26][CH2:27]2)=[O:30])[CH2:15][CH:16]([S:38][c:35]2[c:34]([C:39]([F:40])([F:41])[F:42])[cH:33][c:32]([Br:31])[cH:37][cH:36]2)[CH2:17]1. Starting materials: [BH4-].[Na+] (sodium borohydride), O=C(C)C1=NSC2=NC3=C(N21)C=CC=C3 (3-(1-oxoethyl)-1,2,4-thiadiazolo[4,5-a]benzimidazole), O (water). The solvent is CO (methanol). Reaction conditions: time 30 minute. Product: OC(C)C1=NSC2=NC3=C(N21)C=CC=C3 (3-(1-hydroxyethyl)-1,2,4-thiadiazolo[4,5-a]benzimidazole). As a reaction SMILES: [O:1]=[C:2]([C:4]1[N:11]2[C:7](=[N:8][C:9]3[CH:15]=[CH:14][CH:13]=[CH:12][C:10]=32)[S:6][N:5]=1)[CH3:3].[BH4-].[Na+].O>CO>[OH:1][CH:2]([C:4]1[N:11]2[C:7](=[N:8][C:9]3[CH:15]=[CH:14][CH:13]=[CH:12][C:10]=32)[S:6][N:5]=1)[CH3:3] |f:1.2|. Procedure details: To a suspension of 3-(1-oxoethyl)-1,2,4-thiadiazolo[4,5-a]benzimidazole (729 mg, 3.36 mmol) in 200 mL methanol, was added sodium borohydride (140 mg, 3.69 mmol). The mixture was stirred for 30 min and 0.1 mL of water was added. The methanol was evaporated and the residue was partitioned between ethyl acetate and 0.1M hydrochloric acid. The aqueous phase was extracted with ethyl acetate. The organic phases were combined, washed twice with brine, dried and evaporated. The crude residue was purifie...